Task: describe an organic reaction: reactants, conditions, products, and yield. Dataset: the Open Reaction Database (ORD), a public repository of structured organic reaction records The reactants are [Al+3], C1CCOC1, CCCC(C(=O)OCc1ccccc1)N(Cc1ccccc1)Cc1ccccc1, [H-], [H-], [H-], [H-], [Li+]. The product is CCCC(CO)N(Cc1ccccc1)Cc1ccccc1. RXN SMILES: [Al+3:2].[CH2:36]1[O:37][CH2:38][CH2:39][CH2:40]1.[CH2:7]([c:8]1[cH:9][cH:10][cH:11][cH:12][cH:13]1)[N:14]([CH2:15][c:16]1[cH:17][cH:18][cH:19][cH:20][cH:21]1)[CH:22]([C:23](=[O:24])[O:25][CH2:26][c:27]1[cH:28][cH:29][cH:30][cH:31][cH:32]1)[CH2:33][CH2:34][CH3:35].[H-:1].[H-:4].[H-:5].[H-:6].[Li+:3]>>[CH2:7]([c:8]1[cH:9][cH:10][cH:11][cH:12][cH:13]1)[N:14]([CH2:15][c:16]1[cH:17][cH:18][cH:19][cH:20][cH:21]1)[CH:22]([CH2:23][OH:24])[CH2:33][CH2:34][CH3:35]. The reactants are BrC1=CC=2C(C3=CC(=CC=C3C2C=C1)Br)(CC)CC (2,7-dibromo-9,9-diethyl-9H-fluorene), CN1C(=CC=C1)[Sn](CCCC)(CCCC)CCCC (1-methyl-2-(tributylstannyl)-1H-pyrrole). Product: BrC1=CC=C2C=3C=CC(=CC3C(C2=C1)(CC)CC)C=1N(C=CC1)C (2-(7-bromo-9,9-diethyl-9H-fluoren-2-yl)-1-methyl-1H-pyrrole). RXN SMILES: Br[C:2]1[CH:14]=[CH:13][C:12]2[C:11]3[C:6](=[CH:7][C:8]([Br:15])=[CH:9][CH:10]=3)[C:5]([CH2:18][CH3:19])([CH2:16][CH3:17])[C:4]=2[CH:3]=1.[CH3:20][N:21]1[CH:25]=[CH:24][CH:23]=[C:22]1[Sn](CCCC)(CCCC)CCCC>>[Br:15][C:8]1[CH:7]=[C:6]2[C:11]([C:12]3[CH:13]=[CH:14][C:2]([C:22]4[N:21]([CH3:20])[CH:25]=[CH:24][CH:23]=4)=[CH:3][C:4]=3[C:5]2([CH2:18][CH3:19])[CH2:16][CH3:17])=[CH:10][CH:9]=1. Procedure: As shown in scheme 2, 2,7-dibromo-9,9-diethyl-9H-fluorene (21) is reacted with 1-methyl-2-(tributylstannyl)-1H-pyrrole by Stille coupling reaction to obtain 2-(7-bromo-9,9-diethyl-9H-fluoren-2-yl)-1-methyl-1H-pyrrole (22). Then, in the presence of sodium tert-butoxide, Pd(dba)2, and tri-tert-butyl phosphine, 2-(7-bromo-9,9-diethyl-9H-fluoren-2-yl)-1-methyl-1H-pyrrole (22) is reacted with diphenylamine to obtain 9,9-diethyl-7-(1-methyl-1H-pyrrol-2-yl)-N,N-diphenyl-9H-fluoren-2-amine (23a). n-buty... Reactants: [OH-].[Na+] (Sodium hydroxide), C\C(=C/CNC(CC(=O)OCC)=O)\CC\C=C(\CCC=C(C)C)/C (ethyl 3-[(E,E)-3,7,11-trimethyl-2,6,10-dodecatrienylamino]-3-oxopropionate), Cl (hydrochloric acid). Run in [Cl-].[Na+].O (brine), C(C)O (ethanol). Run at temperature 0 celsius, time 5 minute. Product: C\C(=C/CNC(CC(=O)O)=O)\CC\C=C(\CCC=C(C)C)/C (3-[(E,E)-3,7,11-trimethyl-2,6,10-dodecatrienylamino]-3-oxo-propionic acid). Yield: 76.5%. Reaction SMILES: [OH-].[Na+].[CH3:3]/[C:4](/[CH2:16][CH2:17]/[CH:18]=[C:19](\[CH3:26])/[CH2:20][CH2:21][CH:22]=[C:23]([CH3:25])[CH3:24])=[CH:5]\[CH2:6][NH:7][C:8](=[O:15])[CH2:9][C:10]([O:12]CC)=[O:11].Cl>C(O)C.[Cl-].[Na+].O>[CH3:3]/[C:4](/[CH2:16][CH2:17]/[CH:18]=[C:19](\[CH3:26])/[CH2:20][CH2:21][CH:22]=[C:23]([CH3:25])[CH3:24])=[CH:5]\[CH2:6][NH:7][C:8](=[O:15])[CH2:9][C:10]([OH:12])=[O:11] |f:0.1,5.6.7|. Reported procedure: Sodium hydroxide (1 N, 0.68 mL, 0.68 mmol) was added to a stirred solution of ethyl 3-[(E,E)-3,7,11-trimethyl-2,6,10-dodecatrienylamino]-3-oxopropionate (0.115 g, 0.34 mmol) in ethanol (2 mL) at 0° C. The resulting mixture was stirred at 0° C. for 5 minutes, then warmed to room temperature and stirred for 0.5 hours. The reaction mixture was poured into brine, acidified with hydrochloric acid (5%) and extracted with ethyl acetate. The extract was washed with brine, dried, filtered and evaporated ... The reactants are [Li]CCCC (BuLi), C(C(C)(C)C)(=O)NC1=NC(=CC=C1C(=O)[O-])F (2-pivaloylamino-6-fluoropyridine-3-carboxylate), FC1=CC=CC(=N1)NC(C(C)(C)C)=O (6-fluoro-2-pivaloylaminopyridine), ClC(=O)OCC (ethyl chloroformate). Run in C1CCOC1 (THF), O (Water). Conditions: temperature 0 celsius, time 2 hour. The product is FC1=NC(=CC=C1C(=O)OCC)NC(C(C)(C)C)=O (ethyl 2-fluoro-6-pivaloylaminopyridine-3-carboxylate). RXN SMILES: [F:1][C:2]1[N:7]=[C:6]([NH:8][C:9](=[O:14])[C:10]([CH3:13])([CH3:12])[CH3:11])[CH:5]=[CH:4][CH:3]=1.[Li]CCCC.Cl[C:21]([O:23][CH2:24][CH3:25])=[O:22].C(NC1C(C([O-])=O)=CC=C(F)N=1)(=O)C(C)(C)C>C1COCC1.O>[F:1][C:2]1[C:3]([C:21]([O:23][CH2:24][CH3:25])=[O:22])=[CH:4][CH:5]=[C:6]([NH:8][C:9](=[O:14])[C:10]([CH3:11])([CH3:13])[CH3:12])[N:7]=1. Procedure: A solution of 6-fluoro-2-pivaloylaminopyridine (2 g) in THF (30 ml) was cooled to -78° C. and BuLi (15 mL of 1.6M in hexane) was added and the reaction stirred at 0° C. for 2 h. On re-cooling to -78° C., ethyl chloroformate (2 mL) was added and the reaction allowed to warm slowly to room temperature over 1 h. Water (10 ml) was added and the products extracted into Et2O (3×50 ml) and dried (Na2 SO4). Concentration afforded an oil which was triturated with petrol to give a solid, the isomeric 2-pi... The reactants are CCOC(C)=O, [Cl-], O=C(O)c1cc([N+](=O)[O-])cc(Cl)c1Cl, CN(C)C=O, O, O=S(Cl)Cl. Yields the product CC(=O)c1cc([N+](=O)[O-])cc(Cl)c1Cl. As a reaction SMILES: [CH3:26][CH2:27][O:28][C:29]([CH3:30])=[O:31].[Cl-:19].[Cl:5][c:6]1[c:7]([C:8](=[O:9])[OH:10])[cH:11][c:12]([N+:16](=[O:17])[O-:18])[cH:13][c:14]1[Cl:15].[O:21]=[CH:22][N:23]([CH3:24])[CH3:25].[OH2:20].[S:1]([Cl:2])([Cl:3])=[O:4]>>[Cl:5][c:6]1[c:7]([C:8](=[O:10])[CH3:22])[cH:11][c:12]([N+:16](=[O:17])[O-:18])[cH:13][c:14]1[Cl:15]. Reactants: [Br-], C1CCOC1, [Li]CCCC, CN(C)CC[P+](c1ccccc1)(c1ccccc1)c1ccccc1, O=Cc1cc2nccc(Oc3ccc([N+](=O)[O-])cc3F)c2s1, O. The product is CN(C)CCC=Cc1cc2nccc(Oc3ccc([N+](=O)[O-])cc3F)c2s1. As a reaction SMILES: [Br-:1].[CH2:54]1[O:55][CH2:56][CH2:57][CH2:58]1.[CH3:26][CH2:27][CH2:28][CH2:29][Li:30].[CH3:2][N:3]([CH2:4][CH2:5][P+:6]([c:7]1[cH:8][cH:9][cH:10][cH:11][cH:12]1)([c:13]1[cH:14][cH:15][cH:16][cH:17][cH:18]1)[c:19]1[cH:20][cH:21][cH:22][cH:23][cH:24]1)[CH3:25].[F:31][c:32]1[c:33]([O:34][c:35]2[c:36]3[c:37]([n:38][cH:39][cH:40]2)[cH:41][c:42]([CH:44]=[O:45])[s:43]3)[cH:46][cH:47][c:48]([N+:50](=[O:51])[O-:52])[cH:49]1.[OH2:53]>>[CH3:2][N:3]([CH2:4][CH2:5][CH:26]=[CH:44][c:42]1[cH:41][c:37]2[c:36]([c:35]([O:34][c:33]3[c:32]([F:31])[cH:49][c:48]([N+:50](=[O:51])[O-:52])[cH:47][cH:46]3)[cH:40][cH:39][n:38]2)[s:43]1)[CH3:25]. Procedure details: To a stirred solution of 3-[5-methanesulfonyl-3-(4-trifluoromethyl-phenyl)-4,5,6,7-tetrahydro-pyrazolo[4,3-c]pyridin-1-yl]-propionaldehyde (0.040 g, 0.13 mmol) and 3-piperazin-1-yl-benzo[d]isothiazole 1,1-dioxide (0.050 g, 0.21 mmol) in CH2Cl2 (0.5 mL), glacial AcOH (12 μL, 0.21 mmol) was added and stirred for 15 min at room temperature. NaBH(OAc)3 (0.058 g, 0.27 mmol) was added and stirred under nitrogen overnight. Saturated NaHCO3 (0.5 mL) was then added and stirred for 15 min. The layers sepa... Product: O=S1(N=C(C2=C1C=CC=C2)N2CCN(CC2)CCCN2N=C(C=1CN(CCC12)S(=O)(=O)C)C1=CC=C(C=C1)C(F)(F)F)=O (1-{3-[4-(1,1-Dioxo-1H-1λ6-benzo[d]isothiazol-3-yl)-piperazin-1-yl]-propyl}-5-methanesulfonyl-3-(4-trifluoromethyl-phenyl)-4,5,6,7-tetrahydro-1H-pyrazolo[4,3-c]pyridine). Reactants: [BH-](OC(=O)C)(OC(=O)C)OC(=O)C.[Na+] (NaBH(OAc)3), C(=O)(O)[O-].[Na+] (NaHCO3), CS(=O)(=O)N1CC2=C(CC1)N(N=C2C2=CC=C(C=C2)C(F)(F)F)CCC=O (3-[5-methanesulfonyl-3-(4-trifluoromethyl-phenyl)-4,5,6,7-tetrahydro-pyrazolo[4,3-c]pyridin-1-yl]-propionaldehyde), N1(CCNCC1)C1=NS(C2=C1C=CC=C2)(=O)=O (3-piperazin-1-yl-benzo[d]isothiazole 1,1-dioxide), CC(=O)O (AcOH). Isolated yield 58.0%. Run at time 15 minute. As a reaction SMILES: [CH3:1][S:2]([N:5]1[CH2:10][CH2:9][C:8]2[N:11]([CH2:24][CH2:25][CH:26]=O)[N:12]=[C:13]([C:14]3[CH:19]=[CH:18][C:17]([C:20]([F:23])([F:22])[F:21])=[CH:16][CH:15]=3)[C:7]=2[CH2:6]1)(=[O:4])=[O:3].[N:28]1([C:34]2[C:38]3[CH:39]=[CH:40][CH:41]=[CH:42][C:37]=3[S:36](=[O:44])(=[O:43])[N:35]=2)[CH2:33][CH2:32][NH:31][CH2:30][CH2:29]1.CC(O)=O.[BH-](OC(C)=O)(OC(C)=O)OC(C)=O.[Na+].C([O-])(O)=O.[Na+]>C(Cl)Cl>[O:44]=[S:36]1(=[O:43])[C:37]2[CH:42]=[CH:41][CH:40]=[CH:39][C:38]=2[C:34]([N:28]2[CH2:33][CH2:32][N:31]([CH2:26][CH2:25][CH2:24][N:11]3[C:8]4[CH2:9][CH2:10][N:5]([S:2]([CH3:1])(=[O:4])=[O:3])[CH2:6][C:7]=4[C:13]([C:14]4[CH:19]=[CH:18][C:17]([C:20]([F:23])([F:22])[F:21])=[CH:16][CH:15]=4)=[N:12]3)[CH2:30][CH2:29]2)=[N:35]1 |f:3.4,5.6|. Run in C(Cl)Cl (CH2Cl2). Reactants: C(C)(=O)NC1CC2=CC=C(C=C2C1)C1=NC=CC=C1C(=O)C=1C(=NC=CC1)C=1C=C2CC(CC2=CC1)NC(C)=O (2-acetylamino-indan-5-yl-3-pyridyl ketone), Cl (hydrochloric acid). Run in half. Product: NC1CC2=CC=C(C=C2C1)C1=NC=CC=C1C(=O)C=1C(=NC=CC1)C=1C=C2CC(CC2=CC1)N (2-Aminoindan-5-yl-3-pyridyl ketone). RXN SMILES: C([NH:4][CH:5]1[CH2:13][C:12]2[C:7](=[CH:8][CH:9]=[C:10]([C:14]3[C:19]([C:20]([C:22]4[C:23]([C:28]5[CH:29]=[C:30]6[C:34](=[CH:35][CH:36]=5)[CH2:33][CH:32]([NH:37]C(=O)C)[CH2:31]6)=[N:24][CH:25]=[CH:26][CH:27]=4)=[O:21])=[CH:18][CH:17]=[CH:16][N:15]=3)[CH:11]=2)[CH2:6]1)(=O)C.Cl>>[NH2:37][CH:32]1[CH2:31][C:30]2[C:34](=[CH:35][CH:36]=[C:28]([C:23]3[C:22]([C:20]([C:19]4[C:14]([C:10]5[CH:11]=[C:12]6[C:7](=[CH:8][CH:9]=5)[CH2:6][CH:5]([NH2:4])[CH2:13]6)=[N:15][CH:16]=[CH:17][CH:18]=4)=[O:21])=[CH:27][CH:26]=[CH:25][N:24]=3)[CH:29]=2)[CH2:33]1. Reported procedure: 51 g of 2-acetylamino-indan-5-yl-3-pyridyl ketone are refluxed for 16 hours with 250 ml of half concentrated hydrochloric acid. The solution is concentrated and then adjusted to pH 12 using 15N sodium hydroxide solution. The precipitate formed is washed with water and recrystallised from 100 ml of isopropanol.